Dataset: the Open Reaction Database (ORD), a public repository of structured organic reaction records. Task: describe an organic reaction: reactants, conditions, products, and yield The reactants are ClC=1C=2N(C3=CC=CC=C3N1)C(=NN2)C (4-chloro-1-methyl[1,2,4]triazolo[4,3-a]quinoxaline), C1(CCCC1)N (cyclopentanamine), ice water. Solvent: CN(C)C=O (DMF). Conditions: time 20 hour. Product: C1(CCCC1)NC=1C=2N(C3=CC=CC=C3N1)C(=NN2)C (N-cyclopentyl-1methyl-[1,2,4]triazolo[4,3-a]quinoxalin-4-amine). The yield is 84.2%. As a reaction SMILES: Cl[C:2]1[C:3]2[N:4]([C:12]([CH3:15])=[N:13][N:14]=2)[C:5]2[C:10]([N:11]=1)=[CH:9][CH:8]=[CH:7][CH:6]=2.[CH:16]1([NH2:21])[CH2:20][CH2:19][CH2:18][CH2:17]1>CN(C=O)C>[CH:16]1([NH:21][C:2]2[C:3]3[N:4]([C:12]([CH3:15])=[N:13][N:14]=3)[C:5]3[C:10]([N:11]=2)=[CH:9][CH:8]=[CH:7][CH:6]=3)[CH2:20][CH2:19][CH2:18][CH2:17]1. Procedure details: A reaction mixture of 4-chloro-1-methyl[1,2,4]triazolo[4,3-a]quinoxaline (1.0 g; 0.004 mole) and cyclopentanamine (1.17 g; 0.013 mole) in 15 ml of DMF was stirred at room temperature for 20 hours. The reaction mixture was poured over ice-water and the precipitated solid was filtered, washed with water and dried affording 0.9 g (74%) of N-cyclopentyl-1methyl-[1,2,4]triazolo[4,3-a]quinoxalin-4-amine having a mp of 196°-198° C.